Dataset: the Open Reaction Database (ORD), a public repository of structured organic reaction records. Task: describe an organic reaction: reactants, conditions, products, and yield Reactants: ClC=1C(=NC(=C(C1)Cl)F)OCC(=O)O (3,5-dichloro-6-fluoro-2-pyridyloxy acetic acid), S(=O)(Cl)Cl (thionyl chloride). Product: ClC=1C(=NC(=C(C1)Cl)F)OCC(=O)Cl ((3,5-Dichloro-6-fluoro-2-pyridyloxy)-acetyl chloride). As a reaction SMILES: [Cl:1][C:2]1[C:3]([O:10][CH2:11][C:12]([OH:14])=O)=[N:4][C:5]([F:9])=[C:6]([Cl:8])[CH:7]=1.S(Cl)([Cl:17])=O>>[Cl:1][C:2]1[C:3]([O:10][CH2:11][C:12]([Cl:17])=[O:14])=[N:4][C:5]([F:9])=[C:6]([Cl:8])[CH:7]=1. Procedure details: A solution was prepared by admixing 8.6 grams (0.036 mole) of 3,5-dichloro-6-fluoro-2-pyridyloxy acetic acid in 15 milliliters of thionyl chloride. The mixture was refluxed for about 50 minutes. At the completion of the reaction, the excess thionyl chloride was removed by distillation. The liquid residue was cooled and the crystals which formed were separated. The (3,5-dichloro-6-fluoro-2-pyridyloxy)acetyl chloride product was recovered in a yield of 8.4 grams (92 percent of theoretical). Upon a...